This data is from the Open Reaction Database (ORD), a public repository of structured organic reaction records. The task is: describe an organic reaction: reactants, conditions, products, and yield Reactants: COC1=CC=C(CCC=2OC3=C(C2C)C(=C(C=C3)CC=C)O)C=C1 (2-(p-methoxyphenethyl)-3-methyl-4-hydroxy-5-allylbenzofuran). The reagents and catalysts are [Pd] (palladium on charcoal). The solvent is C(C)O (ethanol). The product is COC1=CC=C(CCC=2OC3=C(C2C)C(=C(C=C3)CCC)O)C=C1 (2-(p-methoxyphenethyl) 3-methyl-4-hydroxy-5-propylbenzofuran). Reaction SMILES: [CH3:1][O:2][C:3]1[CH:24]=[CH:23][C:6]([CH2:7][CH2:8][C:9]2[O:10][C:11]3[CH:18]=[CH:17][C:16]([CH2:19][CH:20]=[CH2:21])=[C:15]([OH:22])[C:12]=3[C:13]=2[CH3:14])=[CH:5][CH:4]=1>C(O)C.[Pd]>[CH3:1][O:2][C:3]1[CH:4]=[CH:5][C:6]([CH2:7][CH2:8][C:9]2[O:10][C:11]3[CH:18]=[CH:17][C:16]([CH2:19][CH2:20][CH3:21])=[C:15]([OH:22])[C:12]=3[C:13]=2[CH3:14])=[CH:23][CH:24]=1. Procedure: A solution of 2-(p-methoxyphenethyl)-3-methyl-4-hydroxy-5-allylbenzofuran (0.65 gm, 2 mmoles) in ethanol (50 mL) was hydrogenated in a Parr hydrogenator in the presence of 5% palladium on charcoal at 50 psi for a period of 2 hours. The catalyst was filtered off and the filtrate was concentrated in vacuo to yield 2-(p-methoxyphenethyl) 3-methyl-4-hydroxy-5-propylbenzofuran, mp 77°-79° C. Starting materials: C1CCOC1, C[Si](C)(C)[N-][Si](C)(C)C, Cl, O=C1Cc2cc(F)ccc2N1, [Li+], O=C1OCc2nc(CCCN3CCOCC3)ccc21. Yields the product O=C1Nc2ccc(F)cc2C1=C1OCc2nc(CCCN3CCOCC3)ccc21. Reaction SMILES: [CH2:42]1[O:43][CH2:44][CH2:45][CH2:46]1.[CH3:12][Si:13]([N-:14][Si:15]([CH3:16])([CH3:17])[CH3:18])([CH3:19])[CH3:20].[ClH:41].[F:1][c:2]1[cH:3][c:4]2[c:8]([cH:9][cH:10]1)[NH:7][C:6](=[O:11])[CH2:5]2.[Li+:21].[O:22]1[CH2:23][CH2:24][N:25]([CH2:28][CH2:29][CH2:30][c:31]2[cH:32][cH:33][c:34]3[c:35]([n:36]2)[CH2:37][O:38][C:39]3=[O:40])[CH2:26][CH2:27]1>>[F:1][c:2]1[cH:3][c:4]2[c:8]([cH:9][cH:10]1)[NH:7][C:6](=[O:11])[C:5]2=[C:39]1[c:34]2[cH:33][cH:32][c:31]([CH2:30][CH2:29][CH2:28][N:25]3[CH2:24][CH2:23][O:22][CH2:27][CH2:26]3)[n:36][c:35]2[CH2:37][O:38]1.